From a dataset of the Open Reaction Database (ORD), a public repository of structured organic reaction records. describe an organic reaction: reactants, conditions, products, and yield Starting materials: BrC=1C(=C2C(=NC1)NC=C2NC(C2=NC=CC=C2)=O)F (N-(5-Bromo-4-fluoro-1H-pyrrolo[2,3-b]pyridin-3-yl)picolinamide), N1C[C@@H](CCC1)NC(OC(C)(C)C)=O ((R)-tert-butyl piperidin-3-ylcarbamate). Solvent: CCCCO (n-BuOH), C(C)(=O)OCC (ethyl acetate). Yields the product BrC=1C(=C2C(=NC1)NC=C2NC(C2=NC=CC=C2)=O)N2C[C@@H](CCC2)NC(OC(C)(C)C)=O ((R)-tert-butyl 1-(5-bromo-3-(picolinamido)-1H-pyrrolo[2,3-b]pyridin-4-yl)piperidin-3-ylcarbamate). As a reaction SMILES: [Br:1][C:2]1[C:3](F)=[C:4]2[C:10]([NH:11][C:12](=[O:19])[C:13]3[CH:18]=[CH:17][CH:16]=[CH:15][N:14]=3)=[CH:9][NH:8][C:5]2=[N:6][CH:7]=1.[NH:21]1[CH2:26][CH2:25][CH2:24][C@@H:23]([NH:27][C:28](=[O:34])[O:29][C:30]([CH3:33])([CH3:32])[CH3:31])[CH2:22]1>CCCCO.C(OCC)(=O)C>[Br:1][C:2]1[C:3]([N:21]2[CH2:26][CH2:25][CH2:24][C@@H:23]([NH:27][C:28](=[O:34])[O:29][C:30]([CH3:32])([CH3:31])[CH3:33])[CH2:22]2)=[C:4]2[C:10]([NH:11][C:12](=[O:19])[C:13]3[CH:18]=[CH:17][CH:16]=[CH:15][N:14]=3)=[CH:9][NH:8][C:5]2=[N:6][CH:7]=1. Procedure: N-(5-Bromo-4-fluoro-1H-pyrrolo[2,3-b]pyridin-3-yl)picolinamide (194 mg, 0.579 mmol) and (R)-tert-butyl piperidin-3-ylcarbamate (0.348 g, 1.74 mmol) in n-BuOH (2 mL) was stirred at 149° C. for 24 hours in a sealed tube and concentrated in vacuo. The residue obtained was dissolved in ethyl acetate (20 mL) and successively washed with water (10 mL) and brine (10 mL). The organic layer was dried (MgSO4), filtered, and concentrated in vacuo. The residue obtained was purified by C-18 reverse phase col... The reactants are N[C@@H](C(C)C)C(=O)N([C@@H](CC1=CC(=C(C=C1)O)C(C)(C)C)C(=O)N)C (Val-N-Me-Tyr(3-tBu)-NH2), C1=CC=C(C=C1)C[C@@H](C(=O)OC2=CC=C(C=C2)[N+](=O)[O-])NC(=O)OCC3=CC=CC=C3 (Z-Phe-ONp), N([C@@H](C(C)C)C(=O)N([C@@H](CC1=CC(=C(C=C1)O)C(C)(C)C)C(=O)N)C)C(=O)OC(C)(C)C (Boc-Val-N-Me-Tyr(3-tBu)-NH2). Reagents/catalysts: CN(C)C=1C=CN=CC1 (DMAP). The solvent is CN(C)C=O (DMF), TEA, C(=O)(C(F)(F)F)O (TFA), C(C)(=O)OCC (ethyl acetate), C(Cl)Cl (methylene chloride), C(=O)(C(F)(F)F)O (TFA). Run at time 30 minute. Product: N([C@@H](CC1=CC=CC=C1)C(=O)N[C@@H](C(C)C)C(=O)N([C@@H](CC1=CC(=C(C=C1)O)C(C)(C)C)C(=O)N)C)C(=O)OCC1=CC=CC=C1 (Z-Phe-Val-N-Me-Tyr(3-tBu)-NH2). As a reaction SMILES: [NH:1](C(OC(C)(C)C)=O)[C@H:2]([C:6]([N:8]([CH3:25])[C@H:9]([C:22]([NH2:24])=[O:23])[CH2:10][C:11]1[CH:16]=[CH:15][C:14]([OH:17])=[C:13]([C:18]([CH3:21])([CH3:20])[CH3:19])[CH:12]=1)=[O:7])[CH:3]([CH3:5])[CH3:4].N[C@H](C(N(C)[C@H](C(N)=O)CC1C=CC(O)=C(C(C)(C)C)C=1)=O)C(C)C.[CH:58]1[CH:63]=[CH:62][C:61]([CH2:64][C@H:65]([NH:78][C:79]([O:81][CH2:82][C:83]2[CH:88]=[CH:87][CH:86]=[CH:85][CH:84]=2)=[O:80])[C:66](OC2C=CC([N+]([O-])=O)=CC=2)=[O:67])=[CH:60][CH:59]=1>C(Cl)Cl.C(O)(C(F)(F)F)=O.CN(C=O)C.CN(C1C=CN=CC=1)C.C(OCC)(=O)C>[NH:78]([C:79]([O:81][CH2:82][C:83]1[CH:88]=[CH:87][CH:86]=[CH:85][CH:84]=1)=[O:80])[C@H:65]([C:66]([NH:1][C@H:2]([C:6]([N:8]([CH3:25])[C@H:9]([C:22]([NH2:24])=[O:23])[CH2:10][C:11]1[CH:16]=[CH:15][C:14]([OH:17])=[C:13]([C:18]([CH3:21])([CH3:19])[CH3:20])[CH:12]=1)=[O:7])[CH:3]([CH3:5])[CH3:4])=[O:67])[CH2:64][C:61]1[CH:60]=[CH:59][CH:58]=[CH:63][CH:62]=1. Procedure details: To a solution of 146 mg (0.325 mmol) of Boc-Val-N-Me-Tyr(3-tBu)-NH2 in 2 ml of methylene chloride, 1 ml of TFA was added and the mixture was stirred at room temperature for 30 minutes. The solvent was distilled off under reduced pressure. To a solution of the resulting TFA salt of Val-N-Me-Tyr(3-tBu)-NH2 in 2 ml of DMF, 0.1 ml of TEA, 219 mg (0.348 mmol) of Z-Phe-ONp and 93.5 mg (0.765 mmol) of DMAP were added and the mixture was stirred at room temperature for 2 hours. The reaction mixture was ... The product is O=CCC1COc2ccccc2O1. The reactants are CC(C)C[Al+]CC(C)C, CO, [H-], N#CCC1COc2ccccc2O1, O, c1ccccc1. Reaction SMILES: [CH2:15]([Al+:16][CH2:17][CH:18]([CH3:19])[CH3:20])[CH:21]([CH3:22])[CH3:23].[CH3:24][OH:25].[H-:14].[O:1]1[CH:2]([CH2:11][C:12]#[N:13])[CH2:3][O:4][c:5]2[c:6]1[cH:7][cH:8][cH:9][cH:10]2.[OH2:26].[cH:27]1[cH:28][cH:29][cH:30][cH:31][cH:32]1>>[O:1]1[CH:2]([CH2:11][CH:12]=[O:25])[CH2:3][O:4][c:5]2[c:6]1[cH:7][cH:8][cH:9][cH:10]2. Reactants: [Br-], BrCc1ccccc1, N#Cc1ccccc1-c1ccc2[nH]ccc2c1, CC[Mg+], C1CCOC1, CCOC(C)=O, [Cl-], [NH4+]. The product is N#Cc1ccccc1-c1ccc2[nH]cc(Cc3ccccc3)c2c1. Reaction SMILES: [Br-:18].[Br:22][CH2:23][c:24]1[cH:25][cH:26][cH:27][cH:28][cH:29]1.[C:1](#[N:2])[c:3]1[c:4](-[c:9]2[cH:10][c:11]3[cH:12][cH:13][nH:14][c:15]3[cH:16][cH:17]2)[cH:5][cH:6][cH:7][cH:8]1.[CH2:19]([Mg+:20])[CH3:21].[CH2:32]1[O:33][CH2:34][CH2:35][CH2:36]1.[CH3:37][CH2:38][O:39][C:40](=[O:41])[CH3:42].[Cl-:30].[NH4+:31]>>[C:1](#[N:2])[c:3]1[c:4](-[c:9]2[cH:10][c:11]3[c:12]([CH2:23][c:24]4[cH:25][cH:26][cH:27][cH:28][cH:29]4)[cH:13][nH:14][c:15]3[cH:16][cH:17]2)[cH:5][cH:6][cH:7][cH:8]1. Starting materials: FC(C(COCC1=CC(=C(C=C1)F)OC1=CC=CC=C1)(O)C1=CC=C(C=C1)OCC)(F)F (1,1,1-Trifluoro-2-(4-ethoxyphenyl)-3-(3-phenoxy-4-fluorobenzyloxy)propan-2-ol), N1=CC=CC=C1 (pyridine), C(C)(=O)OC(C)=O (acetic anhydride), 4-N,N-dimethylaminopyridine. The solvent is O (Water). Run at time 8 hour. The product is FC(C(COCC1=CC(=C(C=C1)F)OC1=CC=CC=C1)OC(C)=O)(F)F (1,1,1-trifluoro-2-acetoxy-3-(3-phenoxy-4-fluorobenzyloxy)propane). As a reaction SMILES: [F:1][C:2]([F:32])([F:31])[C:3](C1C=CC(OCC)=CC=1)([OH:21])[CH2:4][O:5][CH2:6][C:7]1[CH:12]=[CH:11][C:10]([F:13])=[C:9]([O:14][C:15]2[CH:20]=[CH:19][CH:18]=[CH:17][CH:16]=2)[CH:8]=1.N1C=CC=CC=1.[C:39](OC(=O)C)(=[O:41])[CH3:40]>O>[F:32][C:2]([F:1])([F:31])[CH:3]([O:21][C:39](=[O:41])[CH3:40])[CH2:4][O:5][CH2:6][C:7]1[CH:12]=[CH:11][C:10]([F:13])=[C:9]([O:14][C:15]2[CH:16]=[CH:17][CH:18]=[CH:19][CH:20]=2)[CH:8]=1. Procedure: 1,1,1-Trifluoro-2-(4-ethoxyphenyl)-3-(3-phenoxy-4-fluorobenzyloxy)propan-2-ol (0.3 g), pyridine (1 cm3), acetic anhydride (10 cm3) and a catalytic amount of 4-N,N-dimethylaminopyridine (ca. 0.015 g) were mixed at the ambient temperature (ca. 22° C.), then heated at the reflux temperature for 6 hours. The mixture was allowed to stand overnight at the ambient temperature, and was then heated at reflux for a further 6 hours. Analysis by gas liquid chromatography showed 94% conversion to the product...